From a dataset of the Open Reaction Database (ORD), a public repository of structured organic reaction records. describe an organic reaction: reactants, conditions, products, and yield Procedure: A solution of (S)-N-cyclopropyl-N-(piperidin-4-yl)-4-(1,1,1-trifluoro-2-hydroxypropan-2-yl)benzamide prepared above in step c in Example 1 (43 mg, 0.12 mmol, 1.0 equiv.), bromobenzene (15 μL, 0.14 mmol, 1.2 equiv.), (±)-BINAP (6.7 mg, 0.011 mmol, 0.09 equiv.), and t-BuONa (28 mg, 0.29 mmol, 2.4 equiv.) in toluene (150 μL, degassed by Argon for 10 min) was treated with Pd2(dba)3 (3.3 mg, 0.0036 mmol, 0.03 equiv.) under Argon. After being stirred for 17 h at 80° C. under argon, the reaction was di... Reaction conditions: temperature 80 celsius, time 17 hour. Solvent: C1(=CC=CC=C1)C (toluene). The reagents and catalysts are C=1C=CC(=CC1)/C=C/C(=O)/C=C/C2=CC=CC=C2.C=1C=CC(=CC1)/C=C/C(=O)/C=C/C2=CC=CC=C2.C=1C=CC(=CC1)/C=C/C(=O)/C=C/C2=CC=CC=C2.[Pd].[Pd] (Pd2(dba)3). Reaction SMILES: [CH:1]1([N:4]([CH:20]2[CH2:25][CH2:24][NH:23][CH2:22][CH2:21]2)[C:5](=[O:19])[C:6]2[CH:11]=[CH:10][C:9]([C@@:12]([OH:18])([CH3:17])[C:13]([F:16])([F:15])[F:14])=[CH:8][CH:7]=2)[CH2:3][CH2:2]1.Br[C:27]1[CH:32]=[CH:31][CH:30]=[CH:29][CH:28]=1.C(O[Na])(C)(C)C.CCOC(C)=O>C1(C)C=CC=CC=1.C1C=CC(/C=C/C(/C=C/C2C=CC=CC=2)=O)=CC=1.C1C=CC(/C=C/C(/C=C/C2C=CC=CC=2)=O)=CC=1.C1C=CC(/C=C/C(/C=C/C2C=CC=CC=2)=O)=CC=1.[Pd].[Pd]>[CH:1]1([N:4]([CH:20]2[CH2:21][CH2:22][N:23]([C:27]3[CH:32]=[CH:31][CH:30]=[CH:29][CH:28]=3)[CH2:24][CH2:25]2)[C:5](=[O:19])[C:6]2[CH:11]=[CH:10][C:9]([C@@:12]([OH:18])([CH3:17])[C:13]([F:16])([F:15])[F:14])=[CH:8][CH:7]=2)[CH2:2][CH2:3]1 |f:5.6.7.8.9|. The reactants are C1(CC1)N(C(C1=CC=C(C=C1)[C@](C(F)(F)F)(C)O)=O)C1CCNCC1 ((S)-N-cyclopropyl-N-(piperidin-4-yl)-4-(1,1,1-trifluoro-2-hydroxypropan-2-yl)benzamide), Example 1, BrC1=CC=CC=C1 (bromobenzene), (±)-BINAP, C(C)(C)(C)O[Na] (t-BuONa), CCOC(=O)C (EtOAc). Product: C1(CC1)N(C(C1=CC=C(C=C1)[C@](C(F)(F)F)(C)O)=O)C1CCN(CC1)C1=CC=CC=C1 ((S)-N-cyclopropyl-N-(1-phenylpiperidin-4-yl)-4-(1,1,1-trifluoro-2-hydroxypropan-2-yl)benzamide). RXN SMILES: [Br:1][CH2:2][C:3](=[O:4])[NH:5][c:6]1[c:7]([C:8](=[O:9])[OH:10])[cH:11][cH:12][cH:13][cH:14]1.[F:15][c:16]1[cH:17][cH:18][c:19]([NH2:20])[cH:21][cH:22]1.[K+:29].[O:23]=[CH:24][N:25]([CH3:26])[CH3:27].[OH-:28].[OH2:30]>>[CH2:2]([C:3](=[O:4])[NH:5][c:6]1[c:7]([C:8](=[O:9])[OH:10])[cH:11][cH:12][cH:13][cH:14]1)[NH:20][c:19]1[cH:18][cH:17][c:16]([F:15])[cH:22][cH:21]1. The reactants are O=C(CBr)Nc1ccccc1C(=O)O, Nc1ccc(F)cc1, [K+], CN(C)C=O, [OH-], O. Yields the product O=C(CNc1ccc(F)cc1)Nc1ccccc1C(=O)O. Starting materials: CC(=O)c1ccccc1Oc1cn[nH]c(=O)c1Cl, CCO, O=CO, O=C[O-], [NH4+]. Product: CC(=O)c1ccccc1Oc1cn[nH]c(=O)c1. As a reaction SMILES: [C:1]([CH3:2])(=[O:3])[c:4]1[c:5]([O:6][c:7]2[c:8]([Cl:14])[c:9](=[O:13])[nH:10][n:11][cH:12]2)[cH:15][cH:16][cH:17][cH:18]1.[CH3:26][CH2:27][OH:28].[CH:19]([OH:20])=[O:21].[CH:22]([O-:23])=[O:24].[NH4+:25]>>[C:1]([CH3:2])(=[O:3])[c:4]1[c:5]([O:6][c:7]2[cH:8][c:9](=[O:13])[nH:10][n:11][cH:12]2)[cH:15][cH:16][cH:17][cH:18]1. Reactants: dilithio, C1(=CC=CC=C1)P(=O)(Cl)Cl (phenylphosphonic dichloride), C(CCC)[Li] (n-butyllithium), CN(CCN(C)C)C (tetramethylethylenediamine), C(C1=CC=CC=C1)NC1=CC=CC=C1 (N-benzylaniline). Conditions: temperature 26 celsius, time 2 hour. Solvent: C1CCCCC1 (cyclohexane), C1CCCCC1 (cyclohexane), C1CCCCC1 (cyclohexane), CCCCCC (hexane). As a reaction SMILES: C([Li])CCC.CN(C)CCN(C)C.[CH2:14]([NH:21][C:22]1[CH:27]=[CH:26][CH:25]=[CH:24][CH:23]=1)[C:15]1[CH:20]=[CH:19][CH:18]=[CH:17][CH:16]=1.[C:28]1([P:34](Cl)(Cl)=[O:35])[CH:33]=[CH:32][CH:31]=[CH:30][CH:29]=1>CCCCCC.C1CCCCC1>[C:28]1([P:34]2(=[O:35])[C:16]3[CH:17]=[CH:18][CH:19]=[CH:20][C:15]=3[CH2:14][N:21]2[C:22]2[CH:27]=[CH:26][CH:25]=[CH:24][CH:23]=2)[CH:33]=[CH:32][CH:31]=[CH:30][CH:29]=1. The product is C1(=CC=CC=C1)P1(N(CC2=C1C=CC=C2)C2=CC=CC=C2)=O (1,2-diphenyl-2,3-dihydro-1H-2,1-benzazaphosphole-1-oxide). Reported procedure: Under a static nitrogen atmosphere at 0° C., a solution of n-butyllithium (3.90 g, 0.061 mol) in hexane was added to a solution of tetramethylethylenediamine (1.8 g, 0.0155 mol) in 30 ml. of anhydrous cyclohexane with constant stirring. While maintaining the temperature of the reaction at 0° C., a solution of N-benzylaniline (5.5 g, 0.03 mol) in 30 ml. of anhydrous cyclohexane was added to the reaction mixture to produce a suspension containing a dilithio compound. This suspension was stirred fo... The reactants are N1(N=NN=C1)C=1C=C(C(=O)O)C=CC1 (3-(1H-tetrazol-1-yl)benzoic acid), Cl.C(C)OCCN1C(=NC2=C1C=CC=C2)N2CCN(CCC2)CCC2(CNCC2)C2=CC=CC=C2 (3-(2-(4-(1-(2-ethoxyethyl)-1H-benzimidazol-2-yl)[1,4]diazepan-1-yl)ethyl)-3-phenylpyrrolidine hydrochloric acid salt). Product: N1(N=NN=C1)C=1C=C(C(=O)N2CC(CC2)(C2=CC=CC=C2)CCN2CCN(CCC2)C2=NC3=C(N2CCOCC)C=CC=C3)C=CC1 (1-(3-(1H-Tetrazol-1-yl)benzoyl)-3-(2-(4-(1-(2-ethoxyethyl)-1H-benzimidazol-2-yl)[1,4]diazepan-1-yl)ethyl)-3-phenylpyrrolidine). As a reaction SMILES: [N:1]1([C:6]2[CH:7]=[C:8]([CH:12]=[CH:13][CH:14]=2)[C:9]([OH:11])=O)[CH:5]=[N:4][N:3]=[N:2]1.Cl.[CH2:16]([O:18][CH2:19][CH2:20][N:21]1[C:25]2[CH:26]=[CH:27][CH:28]=[CH:29][C:24]=2[N:23]=[C:22]1[N:30]1[CH2:36][CH2:35][CH2:34][N:33]([CH2:37][CH2:38][C:39]2([C:44]3[CH:49]=[CH:48][CH:47]=[CH:46][CH:45]=3)[CH2:43][CH2:42][NH:41][CH2:40]2)[CH2:32][CH2:31]1)[CH3:17]>>[N:1]1([C:6]2[CH:7]=[C:8]([CH:12]=[CH:13][CH:14]=2)[C:9]([N:41]2[CH2:42][CH2:43][C:39]([CH2:38][CH2:37][N:33]3[CH2:34][CH2:35][CH2:36][N:30]([C:22]4[N:21]([CH2:20][CH2:19][O:18][CH2:16][CH3:17])[C:25]5[CH:26]=[CH:27][CH:28]=[CH:29][C:24]=5[N:23]=4)[CH2:31][CH2:32]3)([C:44]3[CH:49]=[CH:48][CH:47]=[CH:46][CH:45]=3)[CH2:40]2)=[O:11])[CH:5]=[N:4][N:3]=[N:2]1 |f:1.2|. Reported procedure: Prepare by the method of Example 56.1 using 3-(1H-tetrazol-1-yl)benzoic acid and 3-(2-(4-(1-(2-ethoxyethyl)-1H-benzimidazol-2-yl)[1,4]diazepan-1-yl)ethyl)-3-phenylpyrrolidine hydrochloric acid salt (prepared from (−)-3-phenyl-3-(2-hydroxyethyl)pyrrolidine(R,R)-di-p-anisoyltartaric acid salt) to give the title compound.